describe an organic reaction: reactants, conditions, products, and yield From a dataset of the Open Reaction Database (ORD), a public repository of structured organic reaction records. The product is Nc1ccc(CNc2ncccn2)cc1. As a reaction SMILES: [CH2:19]1[O:20][CH2:21][CH2:22][CH2:23]1.[CH3:24][OH:25].[N+:1]([O-:2])(=[O:3])[c:4]1[cH:5][cH:6][c:7]([CH2:8][NH:9][c:10]2[n:11][cH:12][cH:13][cH:14][n:15]2)[cH:16][cH:17]1.[Na:18].[Ni:26]([Br:27])[Br:28]>>[NH2:1][c:4]1[cH:5][cH:6][c:7]([CH2:8][NH:9][c:10]2[n:11][cH:12][cH:13][cH:14][n:15]2)[cH:16][cH:17]1. The reactants are C1CCOC1, CO, O=[N+]([O-])c1ccc(CNc2ncccn2)cc1, [Na], Br[Ni]Br. Reactants: crude material, ClC1=C(C=CC=C1Cl)SCCC(=O)O (3-(2,3-dichlorophenylthio)propanoic acid), FC(C(=O)OC(C(F)(F)F)=O)(F)F (trifluoroacetic anhydride), Na2Cl3, C(C)(=O)OCC.CCCCCC (ethyl acetate hexane). Solvent: FC(C(=O)O)(F)F (trifluoroacetic acid). Reaction conditions: time 68.2 hour. Yields the product ClC1=CC=C2C(CCSC2=C1Cl)=O (7,8-dichlorothiochroman-4-one). Yield: 13.2%. Reaction SMILES: [Cl:1][C:2]1[C:7]([Cl:8])=[CH:6][CH:5]=[CH:4][C:3]=1[S:9][CH2:10][CH2:11][C:12]([OH:14])=O.FC(F)(F)C(OC(=O)C(F)(F)F)=O.C(OCC)(=O)C.CCCCCC>FC(F)(F)C(O)=O>[Cl:8][C:7]1[C:2]([Cl:1])=[C:3]2[C:4]([C:12](=[O:14])[CH2:11][CH2:10][S:9]2)=[CH:5][CH:6]=1 |f:2.3|. Procedure details: The 3-(2,3-dichlorophenylthio)propanoic acid from Step 1 (3.88 g, 15 mmol) was dissolved in trifluoroacetic acid (10 mL), treated with trifluoroacetic anhydride (5 mL) and stirred at room temperature for 68.2 hours. The reaction mixture was poured into 10% Na2Cl3 (100 mL), extracted with ethyl acetate, washed with brine, dried over MgSO4, and concentrated in vacuo to give a yellow oil. The crude material was passed through a column of silica gel eluting with 40% ethyl acetate/hexane to give 7,8-...